From a dataset of the Open Reaction Database (ORD), a public repository of structured organic reaction records. describe an organic reaction: reactants, conditions, products, and yield The reactants are N#CC1=CC=C(C=C1)C(F)(F)F. The reagents and catalysts are N=1C=CC(=CC1C=2N=CC=C(C2)C(C)(C)C)C(C)(C)C, O1BOC(C)(C)C1(C)C, C[OH2+].C[OH2+].C1CC=CCCC=C1.C1CC=CCCC=C1.[Ir].[Ir]. The solvent is CCCCCC. Conditions: temperature 25 celsius, time 12 hour. The product is N#CC1=CC=C(C=C1B2OC(C)(C)C(O2)(C)C)C(F)(F)F. Isolated yield 68.0%. Starting materials: [H][H] (hydrogen), C(C)(C)Br (isopropyl bromide), ClC1=C2C(NC=N1)=NC=C2I (4-Chloro-5-iodo-pyrrolo[2,3-d]-pyrimidine), [H-].[Na+] (sodium hydride). Solvent: CN(C=O)C (N,N-dimethylformamide), CN(C=O)C (N,N-dimethylformamide). Run at time 20 hour. Product: ClC=1C2=C(N=CN1)N(C=C2I)C(C)C (4-chloro-5-iodo-7-isopropylpyrrolo[2,3-d]pyrimidine). RXN SMILES: [Cl:1][C:2]1[N:7]=[CH:6][NH:5][C:4]2=[N:8][CH:9]=[C:10]([I:11])[C:3]=12.[H-].[Na+].[H][H].[CH:16](Br)([CH3:18])[CH3:17]>CN(C)C=O>[Cl:1][C:2]1[C:3]2[C:10]([I:11])=[CH:9][N:8]([CH:16]([CH3:18])[CH3:17])[C:4]=2[N:5]=[CH:6][N:7]=1 |f:1.2|. Procedure details: 4-Chloro-5-iodo-pyrrolo[2,3-d]-pyrimidine (5.0 g) was added under nitrogen to a mixture of sodium hydride (0.8 g of a 60% dispersion in mineral oil) in N,N-dimethylformamide (100 ml) at 0° C. and then the mixture was allowed to warm to ambient temperature. When hydrogen evolution had ceased a solution of isopropyl bromide (17 ml) in N,N-dimethylformamide (50 ml) was added dropwise. The mixture was stirred for 20 hours at ambient temperature and then quenched with water (150 ml). The mixture was ... The reactants are C(CCCC)C=1SC=CC1 (2-pentylthiophene), C(CC)[C@@H]1CC[C@H](CC1)C1=CC=C(C=C1)CC(=O)Cl (4-(trans-4-n-propylcyclohexyl)-phenylacetyl chloride), ketone, B(=O)[O-].[Na+] (sodium boranate), alcohol. The product is C(CC)[C@@H]1CC[C@H](CC1)C1=CC=C(C=CC=2SC(=CC2)CCCCC)C=C1 (2-[4-(trans-4-n-propylcyclohexyl)-styryl]-5-n-pentylthiophene). As a reaction SMILES: [CH2:1]([C:6]1[S:7][CH:8]=[CH:9][CH:10]=1)[CH2:2][CH2:3][CH2:4][CH3:5].[CH2:11]([C@H:14]1[CH2:19][CH2:18][C@H:17]([C:20]2[CH:25]=[CH:24][C:23]([CH2:26][C:27](Cl)=O)=[CH:22][CH:21]=2)[CH2:16][CH2:15]1)[CH2:12][CH3:13].B([O-])=O.[Na+]>>[CH2:11]([C@H:14]1[CH2:19][CH2:18][C@H:17]([C:20]2[CH:25]=[CH:24][C:23]([CH:26]=[CH:27][C:8]3[S:7][C:6]([CH2:1][CH2:2][CH2:3][CH2:4][CH3:5])=[CH:10][CH:9]=3)=[CH:22][CH:21]=2)[CH2:16][CH2:15]1)[CH2:12][CH3:13] |f:2.3|. Procedure: 19 g of 2-[4-(trans-4-n-propylcyclohexyl)-styryl]-5-n-pentylthiophene (obtainable by Friedel Crafts acylation of 2-pentylthiophene with 4-(trans-4-n-propylcyclohexyl)-phenylacetyl chloride and reduction of the resulting ketone with sodium boranate to give the alcohol, followed by dehydration) and 5 g of sulfur are heated to 220° for 3 hours. Subsequent working-up by chromatography gives 8.3 g of 2-[4-trans-4-n-propylcyclohexylphenyl]-5-n-pentylthieno[3,2-b]thiophene. The reactants are CCCCCCCCCCCCN(C)CCOc1ccc(CCC(=O)OC)cc1, CCO, Cl, [K+], [OH-], O. Yields the product CCCCCCCCCCCCN(C)CCOc1ccc(CCC(=O)O)cc1. RXN SMILES: [CH3:1][O:2][C:3]([CH2:4][CH2:5][c:6]1[cH:7][cH:8][c:9]([O:12][CH2:13][CH2:14][N:15]([CH3:16])[CH2:17][CH2:18][CH2:19][CH2:20][CH2:21][CH2:22][CH2:23][CH2:24][CH2:25][CH2:26][CH2:27][CH3:28])[cH:10][cH:11]1)=[O:29].[CH3:34][CH2:35][OH:36].[ClH:33].[K+:31].[OH-:30].[OH2:32]>>[O:2]=[C:3]([CH2:4][CH2:5][c:6]1[cH:7][cH:8][c:9]([O:12][CH2:13][CH2:14][N:15]([CH3:16])[CH2:17][CH2:18][CH2:19][CH2:20][CH2:21][CH2:22][CH2:23][CH2:24][CH2:25][CH2:26][CH2:27][CH3:28])[cH:10][cH:11]1)[OH:29]. As a reaction SMILES: [CH2:27]([N+:28]([CH2:29][CH2:30][CH2:31][CH3:32])([CH2:33][CH2:34][CH2:35][CH3:36])[CH2:37][CH2:38][CH2:39][CH3:40])[CH2:41][CH2:42][CH3:43].[CH3:13][O:14][S:15]([O:16][CH3:17])(=[O:18])=[O:19].[CH3:44][c:45]1[cH:46][cH:47][cH:48][cH:49][cH:50]1.[Na+:21].[OH-:20].[S:22]([O-:23])([OH:24])(=[O:25])=[O:26].[c:1]1([CH:7]2[CH2:8][C:9](=[O:12])[NH:10][CH2:11]2)[cH:2][cH:3][cH:4][cH:5][cH:6]1>>[c:1]1([CH:7]2[CH2:8][C:9](=[O:12])[N:10]([CH3:13])[CH2:11]2)[cH:2][cH:3][cH:4][cH:5][cH:6]1. The reactants are CCCC[N+](CCCC)(CCCC)CCCC, COS(=O)(=O)OC, Cc1ccccc1, [Na+], [OH-], O=S(=O)([O-])O, O=C1CC(c2ccccc2)CN1. Yields the product CN1CC(c2ccccc2)CC1=O. The reactants are BrCC=Cc1ccccc1, CN(C)C=O, OCC(F)(F)C(F)(F)CO, [H-], [Na+]. The product is OCC(F)(F)C(F)(F)COCC=Cc1ccccc1. RXN SMILES: [CH2:13]([CH:14]=[CH:15][c:16]1[cH:17][cH:18][cH:19][cH:20][cH:21]1)[Br:22].[CH3:23][N:24]([CH3:25])[CH:26]=[O:27].[F:1][C:2]([CH2:3][OH:4])([C:5]([CH2:6][OH:7])([F:8])[F:9])[F:10].[H-:11].[Na+:12]>>[F:1][C:2]([CH2:3][OH:4])([C:5]([CH2:6][O:7][CH2:13][CH:14]=[CH:15][c:16]1[cH:17][cH:18][cH:19][cH:20][cH:21]1)([F:8])[F:9])[F:10]. Yields the product Cl, O=C(Nc1ccc(-c2ccc(S(=O)(=O)NCc3ccccc3)cc2)cc1)C1CN2CCC1CC2. Reaction SMILES: [C:1](=[O:2])([O-:3])[O-:4].[ClH:7].[K+:5].[K+:6].[N:8]12[CH2:9][CH:10]([C:16](=[O:17])[Cl:18])[CH:11]([CH2:12][CH2:13]1)[CH2:14][CH2:15]2.[NH2:19][c:20]1[cH:21][cH:22][c:23](-[c:26]2[cH:27][cH:28][c:29]([S:32](=[O:33])(=[O:34])[NH:35][CH2:36][c:37]3[cH:38][cH:39][cH:40][cH:41][cH:42]3)[cH:30][cH:31]2)[cH:24][cH:25]1.[O:43]1[CH2:44][CH2:45][O:46][CH2:47][CH2:48]1.[O:49]=[CH:50][N:51]([CH3:52])[CH3:53]>>[ClH:18].[N:8]12[CH2:9][CH:10]([C:16](=[O:17])[NH:19][c:20]3[cH:21][cH:22][c:23](-[c:26]4[cH:27][cH:28][c:29]([S:32](=[O:33])(=[O:34])[NH:35][CH2:36][c:37]5[cH:38][cH:39][cH:40][cH:41][cH:42]5)[cH:30][cH:31]4)[cH:24][cH:25]3)[CH:11]([CH2:12][CH2:13]1)[CH2:14][CH2:15]2. The reactants are O=C([O-])[O-], Cl, [K+], [K+], O=C(Cl)C1CN2CCC1CC2, Nc1ccc(-c2ccc(S(=O)(=O)NCc3ccccc3)cc2)cc1, C1COCCO1, CN(C)C=O. Starting materials: O=C([O-])[O-], CN1CCNCC1, CC#N, CS(=O)(=O)OCC#Cc1cc2nc(Cl)nc(N3CCOCC3)c2s1, ClCCl, [K+], [K+]. Product: CN1CCN(CC#Cc2cc3nc(Cl)nc(N4CCOCC4)c3s2)CC1. Reaction SMILES: [C:25](=[O:26])([O-:27])[O-:28].[CH3:31][N:32]1[CH2:33][CH2:34][NH:35][CH2:36][CH2:37]1.[CH3:38][C:39]#[N:40].[Cl:1][c:2]1[n:3][c:4]([N:19]2[CH2:20][CH2:21][O:22][CH2:23][CH2:24]2)[c:5]2[c:6]([n:7]1)[cH:8][c:9]([C:11]#[C:12][CH2:13][O:14][S:15]([CH3:16])(=[O:17])=[O:18])[s:10]2.[Cl:41][CH2:42][Cl:43].[K+:29].[K+:30]>>[Cl:1][c:2]1[n:3][c:4]([N:19]2[CH2:20][CH2:21][O:22][CH2:23][CH2:24]2)[c:5]2[c:6]([n:7]1)[cH:8][c:9]([C:11]#[C:12][CH2:13][N:35]1[CH2:34][CH2:33][N:32]([CH3:31])[CH2:37][CH2:36]1)[s:10]2. Reactants: NC1=CC=CC=C1 (aniline), NC(=O)N (urea), C12CN(CC(CC1)O2)C2=C1C(=NC(=N2)C2=CC=C(C=C2)NC(=O)NCC)N(N=C1)C1CCN(CC1)C(=O)OCC (ethyl 4-(4-(8-oxa-3-azabicyclo[3.2.1]octan-3-yl)-6-(4-(3-ethylureido)phenyl)-1H-pyrazolo[3,4-d]pyrimidin-1-yl)piperidine-1-carboxylate), NC1=CC=C(CO)C=C1 (4-aminobenzyl alcohol). Product: C12CN(CC(CC1)O2)C2=C1C(=NC(=N2)C2=CC=C(C=C2)NC(=O)NC2=CC=C(C=C2)CO)N(N=C1)C1CCN(CC1)C(=O)OC (methyl 4-(4-(8-oxa-3-azabicyclo[3.2.1]octan-3-yl)-6-(4-(3-(4-(hydroxymethyl)phenyl)ureido)phenyl)-1H-pyrazolo[3,4-d]pyrimidin-1-yl)piperidine-1-carboxylate). As a reaction SMILES: NC(N)=O.[CH:5]12[O:12][CH:9]([CH2:10][CH2:11]1)[CH2:8][N:7]([C:13]1[N:18]=[C:17]([C:19]3[CH:24]=[CH:23][C:22]([NH:25][C:26](NCC)=[O:27])=[CH:21][CH:20]=3)[N:16]=[C:15]3[N:31]([CH:34]4[CH2:39][CH2:38][N:37]([C:40]([O:42][CH2:43]C)=[O:41])[CH2:36][CH2:35]4)[N:32]=[CH:33][C:14]=13)[CH2:6]2.[NH2:45][C:46]1[CH:53]=[CH:52][C:49]([CH2:50][OH:51])=[CH:48][CH:47]=1.NC1C=CC=CC=1>>[CH:9]12[O:12][CH:5]([CH2:11][CH2:10]1)[CH2:6][N:7]([C:13]1[N:18]=[C:17]([C:19]3[CH:24]=[CH:23][C:22]([NH:25][C:26]([NH:45][C:46]4[CH:53]=[CH:52][C:49]([CH2:50][OH:51])=[CH:48][CH:47]=4)=[O:27])=[CH:21][CH:20]=3)[N:16]=[C:15]3[N:31]([CH:34]4[CH2:39][CH2:38][N:37]([C:40]([O:42][CH3:43])=[O:41])[CH2:36][CH2:35]4)[N:32]=[CH:33][C:14]=13)[CH2:8]2. Reported procedure: A urea formation procedure similar to that used for the synthesis of ethyl 4-(4-(8-oxa-3-azabicyclo[3.2.1]octan-3-yl)-6-(4-(3-ethylureido)phenyl)-1H-pyrazolo[3,4-d]pyrimidin-1-yl)piperidine-1-carboxylate is used, utilizing 4-aminobenzyl alcohol as the aniline component. (15%, MS=613.3 (M+H)) Starting materials: [Al+3], [Br-], [Br-], [Br-], COC(=O)c1ccc2oc(COc3ccc(Cl)cc3Cl)nc2c1, CSC, ClCCl, Cl, O. Yields the product O=C(O)c1ccc2oc(COc3ccc(Cl)cc3Cl)nc2c1. RXN SMILES: [Al+3:25].[Br-:24].[Br-:26].[Br-:27].[CH3:1][O:2][C:3](=[O:4])[c:5]1[cH:6][cH:7][c:8]2[c:9]([n:10][c:11]([CH2:13][O:14][c:15]3[c:16]([Cl:22])[cH:17][c:18]([Cl:21])[cH:19][cH:20]3)[o:12]2)[cH:23]1.[CH3:30][S:31][CH3:32].[Cl:33][CH2:34][Cl:35].[ClH:29].[OH2:28]>>[O:2]=[C:3]([OH:4])[c:5]1[cH:6][cH:7][c:8]2[c:9]([n:10][c:11]([CH2:13][O:14][c:15]3[c:16]([Cl:22])[cH:17][c:18]([Cl:21])[cH:19][cH:20]3)[o:12]2)[cH:23]1.